Dataset: the Open Reaction Database (ORD), a public repository of structured organic reaction records. Task: describe an organic reaction: reactants, conditions, products, and yield The reactants are C(C)(=O)O[C@H]1[C@@H](C(N1)=O)NC(C1=CC=CC=C1)(C1=CC=CC=C1)C1=CC=CC=C1 ((3S,4S)-4-acetoxy-3-tritylamino-2-oxoazetidine). The reagents and catalysts are C(C)(=O)[O-].[Zn+2].C(C)(=O)[O-] (zinc acetate). Run in CO (methanol). Product: CO[C@@H]1[C@@H](C(N1)=O)NC(C1=CC=CC=C1)(C1=CC=CC=C1)C1=CC=CC=C1 ((3S,4R)-4-methoxy-3-tritylamino-2-oxoazetidine). The yield is 32.8%. As a reaction SMILES: [C:1]([O:4][C@@H:5]1[NH:8][C:7](=[O:9])[C@H:6]1[NH:10][C:11]([C:24]1[CH:29]=[CH:28][CH:27]=[CH:26][CH:25]=1)([C:18]1[CH:23]=[CH:22][CH:21]=[CH:20][CH:19]=1)[C:12]1[CH:17]=[CH:16][CH:15]=[CH:14][CH:13]=1)(=O)C>CO.C([O-])(=O)C.[Zn+2].C([O-])(=O)C>[CH3:1][O:4][C@H:5]1[NH:8][C:7](=[O:9])[C@H:6]1[NH:10][C:11]([C:12]1[CH:17]=[CH:16][CH:15]=[CH:14][CH:13]=1)([C:18]1[CH:19]=[CH:20][CH:21]=[CH:22][CH:23]=1)[C:24]1[CH:29]=[CH:28][CH:27]=[CH:26][CH:25]=1 |f:2.3.4|. Procedure details: To a solution of 3 g of (3S,4S)-4-acetoxy-3-tritylamino-2-oxoazetidine in 30 ml of methanol is added 1.17 g of zinc acetate, and the mixture is refluxed for 30 minutes. The reaction mixture is concentrated under reduced pressure, followed by addition of ethyl acetate. The resulting insolubles are removed by filtration, and the filtrate is concentrated under reduced pressure. The residue is purified on a silica-gel column (ethyl acetate: n-hexane=1:1) to give 0.912 g of (3S,4R)-4-methoxy-3-trityl... Reactants: BrN1C(CCC1=O)=O (N-Bromosuccinimide), COC1=C(C=C(C=C1)CC(=O)O)C ((4-methoxy-3-methyl-phenyl)-acetic acid). Reagents/catalysts: N(=NC(C#N)(C)C)C(C#N)(C)C (2,2′-azobis(2-methylpropionitrile)). Solvent: C(Cl)(Cl)Cl (chloroform). Yields the product BrCC=1C=C(C=CC1OC)CC(=O)O ((3-Bromomethyl-4-methoxy-phenyl)-acetic acid). Yield: 96.2%. Reaction SMILES: [Br:1]N1C(=O)CCC1=O.[CH3:9][O:10][C:11]1[CH:16]=[CH:15][C:14]([CH2:17][C:18]([OH:20])=[O:19])=[CH:13][C:12]=1[CH3:21]>C(Cl)(Cl)Cl.N(C(C)(C)C#N)=NC(C)(C)C#N>[Br:1][CH2:21][C:12]1[CH:13]=[C:14]([CH2:17][C:18]([OH:20])=[O:19])[CH:15]=[CH:16][C:11]=1[O:10][CH3:9]. Procedure details: N-Bromosuccinimide (1.0 g) and 2,2′-azobis(2-methylpropionitrile) (20 mg) were added to a solution of (4-methoxy-3-methyl-phenyl)-acetic acid (1.1 g) in chloroform (25 mL) and heated to reflux for 4 hours. On cooling, the mixture was evaporated, the residue dissolved in ethyl acetate, washed sequentially with 2M aqueous hydrochloric acid (2×50 mL), brine (50 mL), dried (magnesium sulfate) and concentrated to give the subtitle compound as an oil (1.4 g). Reactants: CN(CCCC(=O)NC1=CC=C(C=C1)[N+](=O)[O-])C ((2-dimethylamino-ethyl)-N-(4-nitro-phenyl)-acetamide), CN(CCN(C(C)=O)C1=CC=C(C=C1)[N+](=O)[O-])C (N-(2-dimethylamino-ethyl)-N-(4-nitro-phenyl)-acetamide). Yields the product NC1=CC=C(C=C1)N(C(C)=O)CCN(C)C (N-(4-amino-phenyl)-N-(2-dimethylamino-ethyl)-acetamide). Reaction SMILES: CN(C)CCCC(NC1C=CC([N+]([O-])=O)=CC=1)=O.[CH3:19][N:20]([CH3:36])[CH2:21][CH2:22][N:23]([C:27]1[CH:32]=[CH:31][C:30]([N+:33]([O-])=O)=[CH:29][CH:28]=1)[C:24](=[O:26])[CH3:25]>>[NH2:33][C:30]1[CH:31]=[CH:32][C:27]([N:23]([CH2:22][CH2:21][N:20]([CH3:19])[CH3:36])[C:24](=[O:26])[CH3:25])=[CH:28][CH:29]=1. Procedure details: Prepared analogously to Example 141b starting from -(2-dimethylamino-ethyl)-N-(4-nitro-phenyl)-acetamide) (142a). Reactants: COC(=O)Cl, ClCCl, O=C(O)CC(O)(CC(=O)O)C(=O)O, Cc1cc(C)nc(C)c1, C=CCOc1cc(C)cc(OC2OC(CO)C(O)C(O)C2O)c1C(=O)CCc1ccc2occc2c1. Yields the product C=CCOc1cc(C)cc(OC2OC(COC(=O)OC)C(O)C(O)C2O)c1C(=O)CCc1ccc2occc2c1. RXN SMILES: [Cl:37][C:38](=[O:39])[O:40][CH3:41].[Cl:64][CH2:65][Cl:66].[OH:42][C:43]([CH2:44][C:45]([C:46](=[O:47])[OH:48])([CH2:49][C:50](=[O:51])[OH:52])[OH:53])=[O:54].[n:55]1[c:56]([CH3:57])[cH:58][c:59]([CH3:60])[cH:61][c:62]1[CH3:63].[o:1]1[c:2]2[c:3]([cH:4][cH:5]1)[cH:6][c:7]([CH2:10][CH2:11][C:12](=[O:13])[c:14]1[c:15]([O:25][CH:26]3[CH:27]([OH:28])[CH:29]([OH:30])[CH:31]([OH:32])[CH:33]([CH2:35][OH:36])[O:34]3)[cH:16][c:17]([CH3:24])[cH:18][c:19]1[O:20][CH2:21][CH:22]=[CH2:23])[cH:8][cH:9]2>>[o:1]1[c:2]2[c:3]([cH:4][cH:5]1)[cH:6][c:7]([CH2:10][CH2:11][C:12](=[O:13])[c:14]1[c:15]([O:25][CH:26]3[CH:27]([OH:28])[CH:29]([OH:30])[CH:31]([OH:32])[CH:33]([CH2:35][O:36][C:38](=[O:39])[O:40][CH3:41])[O:34]3)[cH:16][c:17]([CH3:24])[cH:18][c:19]1[O:20][CH2:21][CH:22]=[CH2:23])[cH:8][cH:9]2. The reactants are C(=O)(OC(C)(C)C)NCCOS(=O)(=O)C (BocNHCH2CH2OMs), CN (methylamine), EtOAc-hexanes. Solvent: C1CCOC1 (THF). Run at temperature 42.5 celsius, time 3 hour. Product: C(=O)(OC(C)(C)C)NCCNC (BocNHCH2CH2NHMe). Yield: 76.3%. RXN SMILES: [C:1]([NH:8][CH2:9][CH2:10]OS(C)(=O)=O)([O:3][C:4]([CH3:7])([CH3:6])[CH3:5])=[O:2].[CH3:16][NH2:17]>C1COCC1>[C:1]([NH:8][CH2:9][CH2:10][NH:17][CH3:16])([O:3][C:4]([CH3:7])([CH3:6])[CH3:5])=[O:2]. Procedure details: With reference to FIG. 10c, BocNHCH2CH2OMs (32) (1.42 g, 5.94 mmol) was transferred to a Chem-Glass pressure vessel using minimum amount of THF to which 60 mL of methylamine (MeNH2, P/N: Aldrich 395056, 2.0 M in THF, 120 mmol) solution was added, capped and heated (while stirring) at 40-45° C. for 3 h, then at RT for overnight (use safety shield). TLC analysis (1:1 EtOAc-hexanes) showed complete consumption of 32 and formation of a new product (Rf 33=0.38; 1:1 DCM-MeOH+1% (v/v) Et3N; TLC plate w... Starting materials: CC1=CC(=NN1)C(=O)C=1C=CC2=C(N(CC3=C(N2)N=C(C=C3)C(F)(F)F)S(=O)(=O)C3=CC=C(C=C3)OC(F)(F)F)C1 ((5-methyl-1H-pyrazol-3-yl)[6-{[4-(trifluoromethoxy)phenyl]sulfonyl}-2-(trifluoromethyl)-6,11-dihydro-5H-pyrido[2,3-b][1,5]benzodiazepin-8-yl]methanone), CC1=CC(=NN1)C(C)(O)C=1C=CC2=C(N(CC3=C(N2)N=C(C=C3)C(F)(F)F)S(=O)(=O)C3=CC=C(C=C3)OC(F)(F)F)C1 (1-(5-Methyl-1H-pyrazol-3-yl)-1-[6-{[4-(trifluoromethoxy)phenyl]sulfonyl}-2-(trifluoromethyl)-6,11-dihydro-5H-pyrido[2,3-b][1,5]benzodiazepin-8-yl]ethanol). The product is CC1=CC(=NN1)C(O)C=1C=CC2=C(N(CC3=C(N2)N=C(C=C3)C(F)(F)F)S(=O)(=O)C3=CC=C(C=C3)OC(F)(F)F)C1 ((5-methyl-1H-pyrazol-3-yl)[6-{[4-(trifluoromethoxy)phenyl]sulfonyl}-2-(trifluoromethyl)-6,11-dihydro-5H-pyrido[2,3-b][1,5]benzodiazepin-8-yl]methanol). Reaction SMILES: [CH3:1][C:2]1[NH:6][N:5]=[C:4]([C:7]([C:9]2[CH:10]=[CH:11][C:12]3[NH:18][C:17]4[N:19]=[C:20]([C:23]([F:26])([F:25])[F:24])[CH:21]=[CH:22][C:16]=4[CH2:15][N:14]([S:27]([C:30]4[CH:35]=[CH:34][C:33]([O:36][C:37]([F:40])([F:39])[F:38])=[CH:32][CH:31]=4)(=[O:29])=[O:28])[C:13]=3[CH:41]=2)=[O:8])[CH:3]=1.CC1NN=C(C(C2C=CC3NC4N=C(C(F)(F)F)C=CC=4CN(S(C4C=CC(OC(F)(F)F)=CC=4)(=O)=O)C=3C=2)(O)C)C=1>>[CH3:1][C:2]1[NH:6][N:5]=[C:4]([CH:7]([C:9]2[CH:10]=[CH:11][C:12]3[NH:18][C:17]4[N:19]=[C:20]([C:23]([F:24])([F:25])[F:26])[CH:21]=[CH:22][C:16]=4[CH2:15][N:14]([S:27]([C:30]4[CH:35]=[CH:34][C:33]([O:36][C:37]([F:39])([F:40])[F:38])=[CH:32][CH:31]=4)(=[O:29])=[O:28])[C:13]=3[CH:41]=2)[OH:8])[CH:3]=1. Procedure details: The title compound was prepared from (5-methyl-1H-pyrazol-3-yl)[6-{[4-(trifluoromethoxy)phenyl]sulfonyl}-2-(trifluoromethyl)-6,11-dihydro-5H-pyrido[2,3-b][1,5]benzodiazepin-8-yl]methanone (the product of Example 527, Step B) using the procedure described in Example 511; Mass Spectrum: m/e=600 (M+1). The reactants are C1CCOC1, COCC(C)O, O=[N+]([O-])c1ncc(Cl)cc1O. Product: COCC(C)Oc1cc(Cl)cnc1[N+](=O)[O-]. Reaction SMILES: [CH2:18]1[O:19][CH2:20][CH2:21][CH2:22]1.[CH3:12][O:13][CH2:14][CH:15]([CH3:16])[OH:17].[Cl:1][c:2]1[cH:3][c:4]([OH:11])[c:5]([N+:8](=[O:9])[O-:10])[n:6][cH:7]1>>[Cl:1][c:2]1[cH:3][c:4]([O:11][CH:15]([CH2:14][O:13][CH3:12])[CH3:16])[c:5]([N+:8](=[O:9])[O-:10])[n:6][cH:7]1. Reactants: CC(C)(C)[Si](C)(C)Cl, CCOC(C)=O, C1CCOC1, O, CC(O)C1C(=O)NC1C#C[Si](C)(C)C. Product: CC(O)C1C(=O)N([Si](C)(C)C(C)(C)C)C1C#C[Si](C)(C)C. Reaction SMILES: [C:15]([CH3:16])([CH3:17])([CH3:18])[Si:19]([CH3:20])([CH3:21])[Cl:22].[CH3:23][CH2:24][O:25][C:26](=[O:27])[CH3:28].[O:30]1[CH2:31][CH2:32][CH2:33][CH2:34]1.[OH2:29].[OH:1][CH:2]([CH3:3])[CH:4]1[C:5](=[O:14])[NH:6][CH:7]1[C:8]#[C:9][Si:10]([CH3:11])([CH3:12])[CH3:13]>>[OH:1][CH:2]([CH3:3])[CH:4]1[C:5](=[O:14])[N:6]([Si:19]([C:15]([CH3:16])([CH3:17])[CH3:18])([CH3:20])[CH3:21])[CH:7]1[C:8]#[C:9][Si:10]([CH3:11])([CH3:12])[CH3:13].